Dataset: the Open Reaction Database (ORD), a public repository of structured organic reaction records. Task: describe an organic reaction: reactants, conditions, products, and yield Reactants: ClCCCCOC=1C=C2CCC(NC2=CC1)=O (6-(4-chloro-butoxy)-3,4-dihydro-carbostyril), SC1=NC=CC=N1 (2-mercapto-pyrimidine). The product is N1=C(N=CC=C1)SCCCCOC=1C=C2CCC(NC2=CC1)=O (6-[4-(2-Pyrimidyl-mercapto)-butoxy]-3,4-dihydro-carbostyril). As a reaction SMILES: Cl[CH2:2][CH2:3][CH2:4][CH2:5][O:6][C:7]1[CH:8]=[C:9]2[C:14](=[CH:15][CH:16]=1)[NH:13][C:12](=[O:17])[CH2:11][CH2:10]2.[SH:18][C:19]1[N:24]=[CH:23][CH:22]=[CH:21][N:20]=1>>[N:20]1[CH:21]=[CH:22][CH:23]=[N:24][C:19]=1[S:18][CH2:2][CH2:3][CH2:4][CH2:5][O:6][C:7]1[CH:8]=[C:9]2[C:14](=[CH:15][CH:16]=1)[NH:13][C:12](=[O:17])[CH2:11][CH2:10]2. Reported procedure: Prepared analogous to Example 1 from 6-(4-chloro-butoxy)-3,4-dihydro-carbostyril (m.p.: 147°-148° C.) and 2-mercapto-pyrimidine. Starting materials: C1CCOC1, C[Si](C)(C)Cl, [Cl-], [Cl-], [Cl-], Clc1ccccc1[Zn]I, Cl, [Cr+3], O=Cc1cc(F)ccc1[N+](=O)[O-]. The product is O=C(c1ccccc1Cl)c1cc(F)ccc1[N+](=O)[O-]. Reaction SMILES: [CH2:28]1[O:29][CH2:30][CH2:31][CH2:32]1.[CH3:22][Si:23]([Cl:24])([CH3:25])[CH3:26].[Cl-:33].[Cl-:34].[Cl-:35].[Cl:1][c:2]1[c:3]([Zn:8][I:9])[cH:4][cH:5][cH:6][cH:7]1.[ClH:27].[Cr+3:36].[N+:10](=[O:11])([O-:12])[c:13]1[c:14]([CH:15]=[O:16])[cH:17][c:18]([F:21])[cH:19][cH:20]1>>[Cl:1][c:2]1[c:3]([C:15]([c:14]2[c:13]([N+:10](=[O:11])[O-:12])[cH:20][cH:19][c:18]([F:21])[cH:17]2)=[O:16])[cH:4][cH:5][cH:6][cH:7]1. Reactants: COC(=O)C1=COC2=C1C=CC(=C2)OC2=NC=NC(=C2)COCC2=CC=CC=C2 (6-(6-benzyloxymethyl-pyrimidin-4-yloxy)-benzofuran-3-carboxylic acid methyl ester), [NH4+].[Cl-] (NH4Cl), FC(C=1C=C(N)C=CC1)(F)F (3-trifluoromethyl-aniline), C[Al](C)C (Me3Al). Run in CCOC(=O)C (EtOAc), O (water), C1CCOC1 (THF), C1(=CC=CC=C1)C (toluene). Reaction conditions: temperature 110 celsius, time 1 hour. Yields the product FC(C=1C=C(C=CC1)NC(=O)C1=COC2=C1C=CC(=C2)OC2=NC=NC(=C2)COCC2=CC=CC=C2)(F)F (6-(6-Benzyloxymethyl-pyrimidin-4-yloxy)-benzofuran-3-carboxylic acid (3-trifluoromethyl-phenyl)-amide). RXN SMILES: [F:1][C:2]([F:11])([F:10])[C:3]1[CH:4]=[C:5]([CH:7]=[CH:8][CH:9]=1)[NH2:6].C[Al](C)C.C[O:17][C:18]([C:20]1[C:24]2[CH:25]=[CH:26][C:27]([O:29][C:30]3[CH:35]=[C:34]([CH2:36][O:37][CH2:38][C:39]4[CH:44]=[CH:43][CH:42]=[CH:41][CH:40]=4)[N:33]=[CH:32][N:31]=3)=[CH:28][C:23]=2[O:22][CH:21]=1)=O.[NH4+].[Cl-]>C1(C)C=CC=CC=1.C1COCC1.CCOC(C)=O.O>[F:1][C:2]([F:10])([F:11])[C:3]1[CH:4]=[C:5]([NH:6][C:18]([C:20]2[C:24]3[CH:25]=[CH:26][C:27]([O:29][C:30]4[CH:35]=[C:34]([CH2:36][O:37][CH2:38][C:39]5[CH:44]=[CH:43][CH:42]=[CH:41][CH:40]=5)[N:33]=[CH:32][N:31]=4)=[CH:28][C:23]=3[O:22][CH:21]=2)=[O:17])[CH:7]=[CH:8][CH:9]=1 |f:3.4|. Procedure details: In a dried vessel, 55 μl (0.44 mMol) 3-trifluoromethyl-aniline are dissolved in 6 ml toluene and cooled in an ice bath. Then 0.66 ml Me3Al (2 M in toluene; 1.32 mMol) are added via syringe. After 1 h at rt, a solution of 156 mg (0.40 mMol) 6-(6-benzyloxymethyl-pyrimidin-4-yloxy)-benzofuran-3-carboxylic acid methyl ester in 2 ml THF is added and the yellowish solution is stirred for 1¼ h in an oil bath of 110° C. The solution is cooled in an icebath and hydrolyzed with 15 ml of a sat. NH4Cl solut... Reactants: [N+](=O)(O)[O-] (Nitric acid), N1(CCOCC1)CCOC1=CC=C(C(=O)OC)C=C1 (Methyl 4-(2-morpholin-4-ylethoxy)benzoate), ice water. Solvent: S(O)(O)(=O)=O (sulfuric acid). Run at temperature 0 celsius, time 1 hour. The product is N1(CCOCC1)CCOC1=C(C=C(C(=O)O)C=C1)[N+](=O)[O-] (4-(2-Morpholin-4-ylethoxy)-3-nitrobenzoic acid). Yield: 76.7%. As a reaction SMILES: [N:1]1([CH2:7][CH2:8][O:9][C:10]2[CH:19]=[CH:18][C:13]([C:14]([O:16]C)=[O:15])=[CH:12][CH:11]=2)[CH2:6][CH2:5][O:4][CH2:3][CH2:2]1.[N+:20]([O-])([OH:22])=[O:21]>S(=O)(=O)(O)O>[N:1]1([CH2:7][CH2:8][O:9][C:10]2[CH:19]=[CH:18][C:13]([C:14]([OH:16])=[O:15])=[CH:12][C:11]=2[N+:20]([O-:22])=[O:21])[CH2:6][CH2:5][O:4][CH2:3][CH2:2]1. Procedure details: Methyl 4-(2-morpholin-4-ylethoxy)benzoate (Example 206c) (30 g, 110 mmol) was dissolved in conc. sulfuric acid (70 ml) and cooled to 0° C. Nitric acid (d=1.52, 4.7 ml, 110 mmol) was added and the mixture was allowed to assume room temperature within 1 h. The reaction mixture was poured onto an ice water mixture (600 g) whereupon crystals formed. The crystals were collected by filtration and washed with water to give the pure product as a white powder (25 g, 80%). Starting materials: C1(=CC=CC=C1)P(C1=CC=CC=C1)C1=CC=CC=C1 (triphenylphosphine), O[C@H]1COCC1 ((R)-(−)-3-hydroxytetrahydrofuran), N(=NC(=O)OCC)C(=O)OCC (diethyl azodicarboxylate), C1(CCCCC1)C1=NN(C=2N=C(NC(C21)=O)C2=C(C=C(C=C2)O)OC)C (3-Cyclohexyl-6-(4-hydroxy-2-methoxyphenyl)-1-methyl-1,5-dihydro-4H-pyrazolo[3,4-d]pyrimidin-4-one), C1(=CC=CC=C1)P(C1=CC=CC=C1)C1=CC=CC=C1 (triphenylphosphine), O[C@H]1COCC1 ((R)-(−)-3-hydroxytetrahydrofuran), N(=NC(=O)OCC)C(=O)OCC (diethyl azodicarboxylate). The solvent is C(C)(=O)OCC (ethyl acetate), O1CCCC1 (tetrahydrofuran). Run at time 1 hour. Yields the product C1(CCCCC1)C1=NN(C=2N=C(NC(C21)=O)C2=C(C=C(C=C2)O[C@@H]2COCC2)OC)C (3-Cyclohexyl-6-{2-methoxy-4-[(3S)-tetrahydro-3-furanyloxy]phenyl}-1-methyl-1,5-dihydro-4H-pyrazolo[3,4-d]pyrimidin-4-one). The yield is 69.1%. As a reaction SMILES: [CH:1]1([C:7]2[C:15]3[C:14](=[O:16])[NH:13][C:12]([C:17]4[CH:22]=[CH:21][C:20]([OH:23])=[CH:19][C:18]=4[O:24][CH3:25])=[N:11][C:10]=3[N:9]([CH3:26])[N:8]=2)[CH2:6][CH2:5][CH2:4][CH2:3][CH2:2]1.C1(P(C2C=CC=CC=2)C2C=CC=CC=2)C=CC=CC=1.O[C@@H:47]1[CH2:51][CH2:50][O:49][CH2:48]1.N(C(OCC)=O)=NC(OCC)=O>C(OCC)(=O)C.O1CCCC1>[CH:1]1([C:7]2[C:15]3[C:14](=[O:16])[NH:13][C:12]([C:17]4[CH:22]=[CH:21][C:20]([O:23][C@H:47]5[CH2:51][CH2:50][O:49][CH2:48]5)=[CH:19][C:18]=4[O:24][CH3:25])=[N:11][C:10]=3[N:9]([CH3:26])[N:8]=2)[CH2:2][CH2:3][CH2:4][CH2:5][CH2:6]1. Reported procedure: To a 10 ml tetrahydrofuran suspension of 150 ml (0.423 mmol) of the compound obtained in Example 36, 133 mg (0.508 mmol) of triphenylphosphine, 51 μl (0.635 mmol) of (R)-(−)-3-hydroxytetrahydrofuran, and 80 μl (0.508 mmol) of diethyl azodicarboxylate were slowly added at room temperature, and the mixture was stirred at room temperature for 1 hour. Further, 44 mg (0.169 mmol) of triphenylphosphine, 17 μl (0.212 mmol) of (R)-(−)-3-hydroxytetrahydrofuran, and 27 μl (0.169 mmol) of diethyl azodicarb...